Task: describe an organic reaction: reactants, conditions, products, and yield. Dataset: the Open Reaction Database (ORD), a public repository of structured organic reaction records The reactants are B, C1CCOC1, C1CCOC1, Cl, COc1ccccc1N1CCN(C(=O)C(N)Cc2ccccn2)CC1. Product: COc1ccccc1N1CCN(CC(N)Cc2ccccn2)CC1. As a reaction SMILES: [BH3:26].[CH2:27]1[O:28][CH2:29][CH2:30][CH2:31]1.[CH2:33]1[O:34][CH2:35][CH2:36][CH2:37]1.[ClH:32].[NH2:1][CH:2]([C:3](=[O:4])[N:5]1[CH2:6][CH2:7][N:8]([c:11]2[c:12]([O:17][CH3:18])[cH:13][cH:14][cH:15][cH:16]2)[CH2:9][CH2:10]1)[CH2:19][c:20]1[n:21][cH:22][cH:23][cH:24][cH:25]1>>[NH2:1][CH:2]([CH2:3][N:5]1[CH2:6][CH2:7][N:8]([c:11]2[c:12]([O:17][CH3:18])[cH:13][cH:14][cH:15][cH:16]2)[CH2:9][CH2:10]1)[CH2:19][c:20]1[n:21][cH:22][cH:23][cH:24][cH:25]1. Reactants: COC1=C(C=C(C=C1)C)C(C=O)CCCCCC (2-(2-Methoxy-5-methylphenyl)octanal), CI (methyl iodide), ice water, CC(C)([O-])C.[K+] (Potassium t-butoxide), Cl.NNC(=O)N (semicarbazide hydrochloride), N1=CC=CC=C1 (pyridine). Run in CCOCC (ether), C1=CC=CC=C1 (benzene), CO (Methanol). Reaction conditions: temperature -5 celsius, time 0.5 hour. The product is NNC(=O)N.COC1=C(C=C(C=C1)C)C(C=O)CCCCCC (2-(2-methoxy-5-methylphenyl)octanal semicarbazide). The yield is 77.8%. As a reaction SMILES: [CH3:1][O:2][C:3]1[CH:8]=[CH:7][C:6]([CH3:9])=[CH:5][C:4]=1[CH:10]([CH2:13][CH2:14][CH2:15][CH2:16][CH2:17][CH3:18])[CH:11]=[O:12].CI.CC(C)([O-])C.[K+].Cl.[NH2:28][NH:29][C:30]([NH2:32])=[O:31].N1C=CC=CC=1>CO.CCOCC.C1C=CC=CC=1>[NH2:28][NH:29][C:30]([NH2:32])=[O:31].[CH3:1][O:2][C:3]1[CH:8]=[CH:7][C:6]([CH3:9])=[CH:5][C:4]=1[CH:10]([CH2:13][CH2:14][CH2:15][CH2:16][CH2:17][CH3:18])[CH:11]=[O:12] |f:2.3,4.5,10.11|. Reported procedure: 2-(2-Methoxy-5-methylphenyl)octanal (63.8 g, 0.257 mol), methyl iodide (160 ml, 2.57 mol) and benzene (300 ml) were mixed, and this solution was cooled to -5° C. Potassium t-butoxide (31.3 g, 0.279 mol) was added in such a manner that the temperature of the reaction mixture does not exceed 0° C., and the mixture was stirred at -2° C. for 0.5 hour. The reaction mixture was poured into ice water (200 ml) to stop the reaction. The aqueous layer was erected twice with ether (150 ml), and the organic... Starting materials: O[C@](CCCCOC)(C1=C(C=CC=C1)OC1=CC=CC=C1)[C@H]1CN(CCC1)C(=O)OC(C)(C)C ((R)-tert-butyl 3-((S)-1-hydroxy-5-methoxy-1-(2-phenoxyphenyl) pentyl)piperidine-1-carboxylate), Cl (HCl), [OH-].[Na+] (NaOH). The solvent is CC#N (MeCN). Product: COCCCC[C@](O)([C@H]1CNCCC1)C1=C(C=CC=C1)OC1=CC=CC=C1 ((S)-5-methoxy-1-(2-phenoxyphenyl)-1-((R)-piperidin-3-yl)pentan-1-ol). The yield is 100.8%. Reaction SMILES: [OH:1][C@@:2]([C@@H:22]1[CH2:27][CH2:26][CH2:25][N:24](C(OC(C)(C)C)=O)[CH2:23]1)([C:9]1[CH:14]=[CH:13][CH:12]=[CH:11][C:10]=1[O:15][C:16]1[CH:21]=[CH:20][CH:19]=[CH:18][CH:17]=1)[CH2:3][CH2:4][CH2:5][CH2:6][O:7][CH3:8].Cl.[OH-].[Na+]>CC#N>[CH3:8][O:7][CH2:6][CH2:5][CH2:4][CH2:3][C@@:2]([C:9]1[CH:14]=[CH:13][CH:12]=[CH:11][C:10]=1[O:15][C:16]1[CH:21]=[CH:20][CH:19]=[CH:18][CH:17]=1)([C@@H:22]1[CH2:27][CH2:26][CH2:25][NH:24][CH2:23]1)[OH:1] |f:2.3|. Procedure details: To a solution of (R)-tert-butyl 3-((S)-1-hydroxy-5-methoxy-1-(2-phenoxyphenyl) pentyl)piperidine-1-carboxylate (1.97 g, 4.19 mmol) in MeCN (100 mL) was added 2 N aq HCl (100 mL) slowly at rt. The resulting solution was stirred at rt until no starting material remained (˜16 h), basified to pH=10 with 10 N aq NaOH, and evaporated under reduced pressure to remove MeCN. The aq layer was extracted with CH2Cl2 (4×10 mL). The combined organic layers were washed with brine and dried over Na2SO4. The sol... Starting materials: C1=CC(=CC=C1C=O)C=O (terephthaldehyde), C(C)(=O)C1=CC=CC=C1 (acetophenone), [OH-].[K+] (potassium hydroxide), [H+].[B-](F)(F)(F)F (Fluoboric acid), C1(=CC=CC=C1)C(O)(C1=CC=CC=C1)C1=CC=CC=C1 (triphenylmethanol), O=C(CC(CC(C1=CC=CC=C1)=O)C1=CC=C(C=C1)C(CC(=O)C1=CC=CC=C1)CC(=O)C1=CC=CC=C1)C1=CC=CC=C1 (1,4-bis(1,5-dioxo-1,5-diphenylpentan-3-yl)benzene). Run in C(C)O (ethanol), O (water), C(C)(=O)OC(C)=O (acetic anhydride). Conditions: time 2 hour. The product is F[B-](F)(F)F.F[B-](F)(F)F.C1(=CC=C(C=C1)C1=CC(=[O+]C(=C1)C1=CC=CC=C1)C1=CC=CC=C1)C1=CC(=[O+]C(=C1)C1=CC=CC=C1)C1=CC=CC=C1 (4,4'-(1,4-Phenylene)bis(2,6-diphenylpyrylium) bis(tetrafluoroborate)). Reaction SMILES: [CH:1]1[C:6](C=O)=[CH:5][CH:4]=[C:3]([CH:9]=[O:10])[CH:2]=1.[C:11]([C:14]1[CH:19]=[CH:18][CH:17]=[CH:16][CH:15]=1)(=[O:13])[CH3:12].[OH-].[K+].[H+].[B-:23]([F:27])([F:26])([F:25])[F:24].C1(C(C2C=CC=CC=2)(C2C=CC=CC=2)O)C=CC=CC=1.O=[C:49]([C:86]1[CH:91]=[CH:90][CH:89]=[CH:88][CH:87]=1)[CH2:50][CH:51]([C:61]1[CH:66]=[CH:65][C:64]([CH:67](CC(C2C=CC=CC=2)=O)[CH2:68][C:69]([C:71]2[CH:76]=[CH:75][CH:74]=[CH:73][CH:72]=2)=O)=[CH:63][CH:62]=1)[CH2:52]C(=O)C1C=CC=CC=1>C(O)C.O.C(OC(=O)C)(=O)C>[F:24][B-:23]([F:27])([F:26])[F:25].[F:24][B-:23]([F:27])([F:26])[F:25].[C:61]1([C:51]2[CH:50]=[C:49]([C:86]3[CH:87]=[CH:88][CH:89]=[CH:90][CH:91]=3)[O+:10]=[C:9]([C:3]3[CH:2]=[CH:1][CH:6]=[CH:5][CH:4]=3)[CH:52]=2)[CH:62]=[CH:63][C:64]([C:67]2[CH:68]=[C:69]([C:71]3[CH:76]=[CH:75][CH:74]=[CH:73][CH:72]=3)[O+:13]=[C:11]([C:14]3[CH:19]=[CH:18][CH:17]=[CH:16][CH:15]=3)[CH:12]=2)=[CH:65][CH:66]=1 |f:2.3,4.5,11.12.13|. Reported procedure: 4,4'-(1,4-Phenylene)bis(2,6-diphenylpyrylium) bis(tetrafluoroborate) was prepared as follows: To a solution of terephthaldehyde (0.40 mol) and acetophenone (2.4 mol) in ethanol (1.2L) was added a solution of potassium hydroxide (0.50 mol) in water (100mL). The solution was heated at reflux for 24 hours. The product, 1,4-bis(1,5-dioxo-1,5-diphenylpentan-3-yl)benzene, was collected by filtration, washed with ethanol (1L), and dried. Fluoboric acid (0.11 mol) was added over a 30 minute period to a ...